From a dataset of the Open Reaction Database (ORD), a public repository of structured organic reaction records. describe an organic reaction: reactants, conditions, products, and yield Reactants: C(C)(C)N(CC)C(C)C (diisopropylethylamine), C(C)(=O)[O-].[K+] (potassium acetate), C1(=CC=CC=C1)P(CCCP(C1=CC=CC=C1)C1=CC=CC=C1)C1=CC=CC=C1 (1,3-bis(diphenylphosphino)propane), C1(CC=CC1)C(=O)C1=C(C=CC(=C1)OC)OS(=O)(=O)C(F)(F)F (Trifluoro-methanesulfonic acid 2-(cyclopent-3-enecarbonyl)-4-methoxy-phenyl ester). Reagents/catalysts: C(C)(=O)[O-].[Pd+2].C(C)(=O)[O-] (palladium acetate). Solvent: CN(C)C=O (DMF), [Cl-].[Na+].O (brine). Reaction conditions: time 18 hour. Product: COC=1C=CC=2C3C=CC(C(C2C1)=O)C3 (5-Methoxytricyclo[7.2.1.02,7]dodeca-2(7),3,5,10-tetraene-8-one). Yield: 95.3%. As a reaction SMILES: [CH:1]1([C:6]([C:8]2[CH:13]=[C:12]([O:14][CH3:15])[CH:11]=[CH:10][C:9]=2OS(C(F)(F)F)(=O)=O)=[O:7])[CH2:5][CH:4]=[CH:3][CH2:2]1.C(N(C(C)C)CC)(C)C.C([O-])(=O)C.[K+].C1(P(C2C=CC=CC=2)CCCP(C2C=CC=CC=2)C2C=CC=CC=2)C=CC=CC=1>CN(C=O)C.[Cl-].[Na+].O.C([O-])(=O)C.[Pd+2].C([O-])(=O)C>[CH3:15][O:14][C:12]1[CH:11]=[CH:10][C:9]2[CH:4]3[CH2:5][CH:1]([C:6](=[O:7])[C:8]=2[CH:13]=1)[CH:2]=[CH:3]3 |f:2.3,6.7.8,9.10.11|. Procedure details: Trifluoro-methanesulfonic acid 2-(cyclopent-3-enecarbonyl)-4-methoxy-phenyl ester (19.09 g, 54.5 mmol) was dissolved in DMF (100 mL) under a N2 atmosphere and treated with diisopropylethylamine (10.6 g, 82.0 mmol), potassium acetate (1.07 g, 11.0 mmol) and 1,3-bis(diphenylphosphino)propane (2.25 g, 5.46 mmol). This mixture was stirred and degassed (3 vacuum/N2 purge cycles) then treated with palladium acetate (0.49 g, 2.18 mmol). After stirring 20 min. the mixture was warned to 120° C. for 18 ho...